This data is from the Open Reaction Database (ORD), a public repository of structured organic reaction records. The task is: describe an organic reaction: reactants, conditions, products, and yield RXN SMILES: [Br:14][CH2:15][c:16]1[c:17]([O:26][CH3:27])[cH:18][c:19]([C:20](=[O:21])[O:22][CH3:23])[cH:24][cH:25]1.[CH3:32][CH2:33][CH2:34][CH2:35][CH2:36][CH3:37].[Cl-:1].[Cl:29][CH2:30][Cl:31].[N+:2](=[O:3])([O-:4])[c:5]1[cH:6][c:7]2[c:8]([s:9][cH:10][cH:11]2)[cH:12][cH:13]1.[OH2:28]>>[N+:2](=[O:3])([O-:4])[c:5]1[cH:6][c:7]2[c:8]([s:9][cH:10][c:11]2[CH2:15][c:16]2[c:17]([O:26][CH3:27])[cH:18][c:19]([C:20](=[O:21])[O:22][CH3:23])[cH:24][cH:25]2)[cH:12][cH:13]1. Starting materials: COC(=O)c1ccc(CBr)c(OC)c1, CCCCCC, [Cl-], ClCCl, O=[N+]([O-])c1ccc2sccc2c1, O. Product: COC(=O)c1ccc(Cc2csc3ccc([N+](=O)[O-])cc23)c(OC)c1.